Dataset: the Open Reaction Database (ORD), a public repository of structured organic reaction records. Task: describe an organic reaction: reactants, conditions, products, and yield Starting materials: COC=1C=CC=2C[C@@H]3[C@@H]4CC(OC[C@@]4(C2C1)CCN3)(C)C (3-methoxy-7,7-dimethyl-6-oxamorphinan), C(C=C)Br (allyl bromide), C([O-])([O-])=O.[K+].[K+] (potassium carbonate). Solvent: C(C)#N (acetonitrile). Product: C(C=C)N1[C@H]2[C@@H]3CC(OC[C@@]3(C=3C=C(C=CC3C2)OC)CC1)(C)C (17-Allyl-7,7-dimethyl-3-methoxy-6-oxamorphinan). RXN SMILES: [CH3:1][O:2][C:3]1[CH:4]=[CH:5][C:6]2[CH2:7][C@H:8]3[NH:19][CH2:18][CH2:17][C@@:14]4([C:15]=2[CH:16]=1)[C@H:9]3[CH2:10][C:11]([CH3:21])([CH3:20])[O:12][CH2:13]4.[CH2:22](Br)[CH:23]=[CH2:24].C(=O)([O-])[O-].[K+].[K+]>C(#N)C>[CH2:24]([N:19]1[CH2:18][CH2:17][C@@:14]23[C:15]4[CH:16]=[C:3]([O:2][CH3:1])[CH:4]=[CH:5][C:6]=4[CH2:7][C@@H:8]1[C@@H:9]2[CH2:10][C:11]([CH3:21])([CH3:20])[O:12][CH2:13]3)[CH:23]=[CH2:22] |f:2.3.4|. Procedure: A mixture of 3-methoxy-7,7-dimethyl-6-oxamorphinan (XI, prepared in Example 3) (0.005 m), allyl bromide (0.006 m) and potassium carbonate (2 g) in 20 ml of acetonitrile is heated at reflux for 18 hours. The mixture is filtered and the filtrate concentrated. The residue is treated with water and extracted with ethyl acetate. The extracts are dried (Na2SO4) and concentrated to give the title compound. Reactants: C(C)(C)(C)NC(=O)C1=CN(C2=NC=C(N=C21)NC2=NC(=NS2)C)COCC[Si](C)(C)C (N-tert-butyl-2-(3-methyl-1,2,4-thiadiazol-5-ylamino)-5-((2-(trimethylsilyl)ethoxy)methyl)-5H-pyrrolo[2,3-b]pyrazine-7-carboxamide), FC(C(=O)O)(F)F (trifluoroacetic acid). Run in ClCCl (dichloromethane). Conditions: time 16 hour. Yields the product C(C)(C)(C)NC(=O)C1=CNC2=NC=C(N=C21)NC2=NC(=NS2)C (N-tert-butyl-2-(3-methyl-1,2,4-thiadiazol-5-ylamino)-5H-pyrrolo[2,3-b]pyrazine-7-carboxamide). Yield: 98.2%. Reaction SMILES: [C:1]([NH:5][C:6]([C:8]1[C:16]2[C:11](=[N:12][CH:13]=[C:14]([NH:17][C:18]3[S:22][N:21]=[C:20]([CH3:23])[N:19]=3)[N:15]=2)[N:10](COCC[Si](C)(C)C)[CH:9]=1)=[O:7])([CH3:4])([CH3:3])[CH3:2].FC(F)(F)C(O)=O>ClCCl>[C:1]([NH:5][C:6]([C:8]1[C:16]2[C:11](=[N:12][CH:13]=[C:14]([NH:17][C:18]3[S:22][N:21]=[C:20]([CH3:23])[N:19]=3)[N:15]=2)[NH:10][CH:9]=1)=[O:7])([CH3:4])([CH3:3])[CH3:2]. Reported procedure: To a solution of N-tert-butyl-2-(3-methyl-1,2,4-thiadiazol-5-ylamino)-5-((2-(trimethylsilyl)ethoxy)methyl)-5H-pyrrolo[2,3-b]pyrazine-7-carboxamide (128 mg, 277 μmol) in dichloromethane (4.3 mL) was added trifluoroacetic acid (632 mg, 427 μL, 5.55 mmol) and the mixture stirred at room temperature for 16 h. The mixture was concentrated then re-dissolved in dichloromethane (4 mL), methanol (2 mL) and ammonium hydroxide (0.6 mL) and the mixture stirred at room temperature for 1 h. The mixture was co... Reactants: COCCOC, CCOC(C)=O, OB(O)c1cccnc1Cl, Fc1cnc(Cl)nc1Cl, [Na+], O=C([O-])O, c1ccc(P(c2ccccc2)(c2ccccc2)[Pd](P(c2ccccc2)(c2ccccc2)c2ccccc2)(P(c2ccccc2)(c2ccccc2)c2ccccc2)P(c2ccccc2)(c2ccccc2)c2ccccc2)cc1. Yields the product Fc1cnc(Cl)nc1-c1cccnc1Cl. Reaction SMILES: [CH3:20][O:21][CH2:22][CH2:23][O:24][CH3:25].[CH3:31][CH2:32][O:33][C:34]([CH3:35])=[O:36].[Cl:10][c:11]1[n:12][cH:13][cH:14][cH:15][c:16]1[B:17]([OH:18])[OH:19].[Cl:1][c:2]1[n:3][cH:4][c:5]([F:9])[c:6]([Cl:8])[n:7]1.[Na+:30].[O-:26][C:27]([OH:28])=[O:29].[cH:37]1[cH:38][cH:39][c:40]([P:41]([Pd:42]([P:43]([c:44]2[cH:45][cH:46][cH:47][cH:48][cH:49]2)([c:50]2[cH:51][cH:52][cH:53][cH:54][cH:55]2)[c:56]2[cH:57][cH:58][cH:59][cH:60][cH:61]2)([P:62]([c:63]2[cH:64][cH:65][cH:66][cH:67][cH:68]2)([c:69]2[cH:70][cH:71][cH:72][cH:73][cH:74]2)[c:75]2[cH:76][cH:77][cH:78][cH:79][cH:80]2)[P:81]([c:82]2[cH:83][cH:84][cH:85][cH:86][cH:87]2)([c:88]2[cH:89][cH:90][cH:91][cH:92][cH:93]2)[c:94]2[cH:95][cH:96][cH:97][cH:98][cH:99]2)([c:100]2[cH:101][cH:102][cH:103][cH:104][cH:105]2)[c:106]2[cH:107][cH:108][cH:109][cH:110][cH:111]2)[cH:112][cH:113]1>>[Cl:1][c:2]1[n:3][cH:4][c:5]([F:9])[c:6](-[c:16]2[c:11]([Cl:10])[n:12][cH:13][cH:14][cH:15]2)[n:7]1. The reactants are C(C1=CC=CC=C1)(=O)SC#N (benzoyl thiocyanate), CS (methyl mercaptan), [S-]C#N.[K+] (potassium thiocyanate), 43a, [N+](=O)([O-])C1=C(C(=O)Cl)C=CC=C1 (2-nitrobenzoyl chloride). Solvent: C(C)O (ethanol), CO (methanol), C(C)#N (acetonitrile), C1(=CC=CC=C1)C (toluene). The product is O-alkyl benzoylthiocarbamate, C(C1=CC=CC=C1)(=O)NC(SC)=S (methyl benzoyldithiocarbamate). RXN SMILES: [N+]([C:4]1[CH:12]=[CH:11][CH:10]=[CH:9][C:5]=1[C:6](Cl)=[O:7])([O-])=O.[S-:13]C#N.[K+].[C:17]([S:25][C:26]#[N:27])(=O)C1C=CC=CC=1.CS>C(O)C.CO.C(#N)C.C1(C)C=CC=CC=1>[C:6]([NH:27][C:26](=[S:13])[S:25][CH3:17])(=[O:7])[C:5]1[CH:9]=[CH:10][CH:11]=[CH:12][CH:4]=1 |f:1.2|. Reported procedure: Thus, in the reaction of Equation 43a, 2-nitrobenzoyl chloride LVII is reacted with potassium thiocyanate in a solvent such as toluene or acetonitrile at reflux for 0.2 to 5 hours; the resultant benzoyl thiocyanate is then reacted with excess methanol, ethanol or methyl mercaptan at 25° to 80° C. for 0.2 to 5 hours to form an O-alkyl benzoylthiocarbamate or methyl benzoyldithiocarbamate of Formula (LVIII). In reaction 43b, LVIII is reacted with sodium methoxide and methyl iodide in methanol at 0...